This data is from the Open Reaction Database (ORD), a public repository of structured organic reaction records. The task is: describe an organic reaction: reactants, conditions, products, and yield Reactants: C(CCC)[Li] (n-butyllithium), solution, C(CCC)[Li] (n-butyllithium), C(C)OC(CC(=O)O)=O (Malonic acid monoethyl ester), O1CCCC1 (tetrahydrofuran), ClC1=C(C(=O)Cl)C=C(C(=C1)F)F (2-chloro-4,5-difluorobenzoyl chloride), O1CCCC1 (tetrahydrofuran), Cl (hydrochloric acid). The solvent is hexanes. Conditions: time 2 hour. Yields the product C(C)OC(C(CC1=C(C=C(C(=C1)F)F)Cl)=O)=O (2-Chloro-4,5-difluoro-α-oxobenzenepropanoic acid ethyl ester). Isolated yield 87.0%. As a reaction SMILES: [CH2:1]([O:3][C:4](=[O:9])[CH2:5][C:6](O)=O)[CH3:2].C([Li])CCC.[Cl:15][C:16]1[CH:24]=[C:23]([F:25])[C:22]([F:26])=[CH:21][C:17]=1C(Cl)=O.Cl.[O:28]1CCCC1>>[CH2:1]([O:3][C:4](=[O:9])[C:5](=[O:28])[CH2:6][C:17]1[CH:21]=[C:22]([F:26])[C:23]([F:25])=[CH:24][C:16]=1[Cl:15])[CH3:2]. Procedure: Malonic acid monoethyl ester (26 g, 199 mmol) was dissolved in tetrahydrofuran (500 ml) and cooled to -70°. After the addition of n-butyllithium (112.5 ml of a 1.6M solution in hexanes, 180 mmol), the reaction mixture was allowed to warm to -10°, and additional n-butyllithium was added (112.5 ml, as above). The resulting milky-white mixture was cooled to -70°, and treated with 2-chloro-4,5-difluorobenzoyl chloride (19 g, 90 mmol) in tetrahydrofuran (200 ml). After warming to room temperature, th... The reactants are C(C)OC(\C=C(\C=C\C=C(\C=C\C1=C(C(=C(C=C1C)OC(F)(F)F)C)C)/C)/C)=O (ethyl-(2E,4E,6E,8E)-3,7-dimethyl-9-[2,3,6-trimethyl-4-(trifluoromethoxy)phenyl]-nonatetraenoate), O1CCOCC1 (dioxane), [OH-].[K+] (KOH), ice H2O, S(O)(O)(=O)=O (sulfuric acid). Solvent: CCCCCC (hexane). Yields the product C\C(=C/C(=O)O)\C=C\C=C(\C=C\C1=C(C(=C(C=C1C)OC(F)(F)F)C)C)/C ((2E,4E,6E,8E)-3,7-dimethyl-9-[2,3,6-trimethyl-4-(trifluoromethoxy)phenyl]-nonatetraenoic acid). The yield is 84.1%. RXN SMILES: C([O:3][C:4](=[O:29])/[CH:5]=[C:6](\[CH3:28])/[CH:7]=[CH:8]/[CH:9]=[C:10](\[CH3:27])/[CH:11]=[CH:12]/[C:13]1[C:18]([CH3:19])=[CH:17][C:16]([O:20][C:21]([F:24])([F:23])[F:22])=[C:15]([CH3:25])[C:14]=1[CH3:26])C.O1CCOCC1.[OH-].[K+].S(=O)(=O)(O)O>CCCCCC>[CH3:28]/[C:6](/[CH:7]=[CH:8]/[CH:9]=[C:10](\[CH3:27])/[CH:11]=[CH:12]/[C:13]1[C:18]([CH3:19])=[CH:17][C:16]([O:20][C:21]([F:22])([F:24])[F:23])=[C:15]([CH3:25])[C:14]=1[CH3:26])=[CH:5]\[C:4]([OH:29])=[O:3] |f:2.3|. Procedure: A mixture of 15.3 g (0.0375 mol) of ethyl-(2E,4E,6E,8E)-3,7-dimethyl-9-[2,3,6-trimethyl-4-(trifluoromethoxy)phenyl]-nonatetraenoate, 76.5 ml of dioxane and 30 ml of 2N methanolic KOH was heated to reflux for 4 hours. The mixture was then poured into 300 ml of ice-H2O and acidified to pH 2 with 2N sulfuric acid. The yellow precipitate was extracted with 3×200 ml of chloroform, washed with sodium chloride solution and dried (MgSO4). Evaporation of the solvent gave a yellow solid, which was treated... Starting materials: CC1=NC=C(C(=N1)NCC1=CC=C(C=C1)C1=C(C=CC=C1)C1=NN=NN1C(C1=CC=CC=C1)(C1=CC=CC=C1)C1=CC=CC=C1)C(=O)OCC (Ethyl 2-methyl-4-{N-[(2'-[N-triphenylmethyl-tetrazol-5-yl]biphenyl-4-yl)methyl]amino}pyrimidine-5-carboxylate), [OH-].[Na+] (sodium hydroxide), hyochloric acid. Yields the product CC1=NC=C(C(=N1)NCC1=CC=C(C=C1)C1=C(C=CC=C1)C1=NN=NN1C(C1=CC=CC=C1)(C1=CC=CC=C1)C1=CC=CC=C1)C(=O)O (2-methyl-4-{N-[(2'-[N-triphenylmethyl-tetrazol-5-yl]biphenyl-4-yl)methyl]amino}pyrimidine-5-carboxylic acid). Reaction SMILES: [CH3:1][C:2]1[N:7]=[C:6]([NH:8][CH2:9][C:10]2[CH:15]=[CH:14][C:13]([C:16]3[CH:21]=[CH:20][CH:19]=[CH:18][C:17]=3[C:22]3[N:26]([C:27]([C:40]4[CH:45]=[CH:44][CH:43]=[CH:42][CH:41]=4)([C:34]4[CH:39]=[CH:38][CH:37]=[CH:36][CH:35]=4)[C:28]4[CH:33]=[CH:32][CH:31]=[CH:30][CH:29]=4)[N:25]=[N:24][N:23]=3)=[CH:12][CH:11]=2)[C:5]([C:46]([O:48]CC)=[O:47])=[CH:4][N:3]=1.[OH-].[Na+]>>[CH3:1][C:2]1[N:7]=[C:6]([NH:8][CH2:9][C:10]2[CH:11]=[CH:12][C:13]([C:16]3[CH:21]=[CH:20][CH:19]=[CH:18][C:17]=3[C:22]3[N:26]([C:27]([C:40]4[CH:41]=[CH:42][CH:43]=[CH:44][CH:45]=4)([C:34]4[CH:35]=[CH:36][CH:37]=[CH:38][CH:39]=4)[C:28]4[CH:33]=[CH:32][CH:31]=[CH:30][CH:29]=4)[N:25]=[N:24][N:23]=3)=[CH:14][CH:15]=2)[C:5]([C:46]([OH:48])=[O:47])=[CH:4][N:3]=1 |f:1.2|. Procedure details: Ethyl 2-methyl-4-{N-[(2'-[N-triphenylmethyl-tetrazol-5-yl]biphenyl-4-yl)methyl]amino}pyrimidine-5-carboxylate was hydrolyzed with sodium hydroxide and neutralized with one equivalent of hyochloric acid to give 2-methyl-4-{N-[(2'-[N-triphenylmethyl-tetrazol-5-yl]biphenyl-4-yl)methyl]amino}pyrimidine-5-carboxylic acid. This compound was treated with thionyl chloride at room temperature for 2 hours. The reaction mixture was concentrated under reduced pressure and the residue obtained dissolved in m... Reported procedure: starting from ethyl 2-chloro-4-fluorobenzimidate and o-trifluoromethyl-benzoyl chloride there is obtained ethyl N-(o-trifluoromethyl-benzoyl)-2-chloro-4-fluorobenzimidate and therefrom with methylhydrazine there is obtained 3-(2-chloro-4-fluorophenyl)-1-methyl-5-(o-trifluoromethyl-phenyl)-1H-1,2,4-triazole, m.p. 67°-69° C.; Product: FC(C1=C(C(=O)N=C(C2=C(C=C(C=C2)F)Cl)OCC)C=CC=C1)(F)F (ethyl N-(o-trifluoromethyl-benzoyl)-2-chloro-4-fluorobenzimidate). Reaction SMILES: [Cl:1][C:2]1[CH:12]=[C:11]([F:13])[CH:10]=[CH:9][C:3]=1[C:4](=[NH:8])[O:5][CH2:6][CH3:7].[F:14][C:15]([F:26])([F:25])[C:16]1[CH:24]=[CH:23][CH:22]=[CH:21][C:17]=1[C:18](Cl)=[O:19]>>[F:14][C:15]([F:25])([F:26])[C:16]1[CH:24]=[CH:23][CH:22]=[CH:21][C:17]=1[C:18]([N:8]=[C:4]([O:5][CH2:6][CH3:7])[C:3]1[CH:9]=[CH:10][C:11]([F:13])=[CH:12][C:2]=1[Cl:1])=[O:19]. The reactants are ClC1=C(C(OCC)=N)C=CC(=C1)F (ethyl 2-chloro-4-fluorobenzimidate), FC(C1=C(C(=O)Cl)C=CC=C1)(F)F (o-trifluoromethyl-benzoyl chloride). Reactants: CCOC(=O)Cn1c(C)cnc(O)c1=O, ClC(Cl)Cl, ClCCl, [NH4+], [OH-], O=P(Br)(Br)Br. Product: CCOC(=O)Cn1c(C)cnc(Br)c1=O. Reaction SMILES: [CH2:1]([CH3:2])[O:3][C:4](=[O:5])[CH2:6][n:7]1[c:8](=[O:15])[c:9]([OH:14])[n:10][cH:11][c:12]1[CH3:13].[CH:23]([Cl:24])([Cl:25])[Cl:26].[Cl:27][CH2:28][Cl:29].[NH4+:21].[OH-:22].[P:16]([Br:17])([Br:18])([Br:19])=[O:20]>>[CH2:1]([CH3:2])[O:3][C:4](=[O:5])[CH2:6][n:7]1[c:8](=[O:15])[c:9]([Br:18])[n:10][cH:11][c:12]1[CH3:13]. Reactants: COC1=CC(NCC1)=O (5,6-dihydro-4-methoxy-2(1H)-pyridinone), ClCC=1N=CN(C1C)C(C1=CC=CC=C1)(C1=CC=CC=C1)C1=CC=CC=C1 (4-(Chloromethyl)-5-methyl-1-(triphenylmethyl)-1H-imidazole), [H-].[Na+] (Sodium hydride), CO (Methanol). Run in COCCOC (DME), COCCOC (DME), COCCOC (DME). Run at time 1 hour. The product is COC1=CC(N(CC1)CC=1N=CN(C1C)C(C1=CC=CC=C1)(C1=CC=CC=C1)C1=CC=CC=C1)=O (5,6-Dihydro-4-methoxy-1-[[5-methyl-1-(triphenylmethyl)-1H-imidazol-4-yl]methyl]-2(1H)-pyridinone). Yield: 61.4%. As a reaction SMILES: [H-].[Na+].[CH3:3][O:4][C:5]1[CH2:10][CH2:9][NH:8][C:7](=[O:11])[CH:6]=1.Cl[CH2:13][C:14]1[N:15]=[CH:16][N:17]([C:20]([C:33]2[CH:38]=[CH:37][CH:36]=[CH:35][CH:34]=2)([C:27]2[CH:32]=[CH:31][CH:30]=[CH:29][CH:28]=2)[C:21]2[CH:26]=[CH:25][CH:24]=[CH:23][CH:22]=2)[C:18]=1[CH3:19].CO>COCCOC>[CH3:3][O:4][C:5]1[CH2:10][CH2:9][N:8]([CH2:13][C:14]2[N:15]=[CH:16][N:17]([C:20]([C:21]3[CH:26]=[CH:25][CH:24]=[CH:23][CH:22]=3)([C:27]3[CH:28]=[CH:29][CH:30]=[CH:31][CH:32]=3)[C:33]3[CH:38]=[CH:37][CH:36]=[CH:35][CH:34]=3)[C:18]=2[CH3:19])[C:7](=[O:11])[CH:6]=1 |f:0.1|. Procedure details: Sodium hydride (80% dispersion in oil; 360 mg) was suspended in dry DME (50 ml) under nitrogen and 5,6-dihydro-4-methoxy-2(1H)-pyridinone (1.27 g) in dry DME (20 ml) was added slowly. The resulting suspension was stirred at 20° for 1 h. 4-(Chloromethyl)-5-methyl-1-(triphenylmethyl)-1H-imidazole (3.72 g) in dry DME (50 ml) was added, and after the initial reaction had subsided the mixture was heated to 50° for 4 h and then cooled. Methanol (5 ml) was added dropwise, and solvent was removed invacu... Reactants: CSC1CC(N1)=O (4-Methylthioazetidin-2-one), BrCC(CC(C(=O)OC)=O)=O (methyl 5-bromo-2,4-dioxopentanoate). The product is CSC1CC(N1CC(CC(C(=O)OC)=O)=O)=O (Methyl 5-(4-Methylthio-2-oxoazetidin-1-yl)-2,4-dioxopentanoate). As a reaction SMILES: [CH3:1][S:2][CH:3]1[NH:6][C:5](=[O:7])[CH2:4]1.Br[CH2:9][C:10](=[O:18])[CH2:11][C:12](=[O:17])[C:13]([O:15][CH3:16])=[O:14]>>[CH3:1][S:2][CH:3]1[N:6]([CH2:9][C:10](=[O:18])[CH2:11][C:12](=[O:17])[C:13]([O:15][CH3:16])=[O:14])[C:5](=[O:7])[CH2:4]1. Procedure: 4-Methylthioazetidin-2-one (940 mg., 8 mmole) and methyl 5-bromo-2,4-dioxopentanoate (2.21 g., 10 mmole) were converted into the title compound using the process described in Example 24.1. The title compound was obtained as a pale yellow gum (550 mg., 27% yield). (Found: M+, 259.05113. C10H13NO5S requires 259.05144). νmax (CHCl3): 1750 (br.) (β-lactam and ester C=O), 1650 and 1600 (β-diketone C=O) cm-1. δ(CDCl3): 2.00 (s, 3H, SCH3), 2.98 (dd, J 16 J' 2 Hz, 1H, β-lactam CHH), 3.43 (dd, J 16, J' 5... The reactants are CCOC(=O)COc1ccc(SCC=C(c2ccc(Cl)cc2)c2ccc(Cl)cc2)cc1, CCO, [Na+], [OH-]. Yields the product O=C(O)COc1ccc(SCC=C(c2ccc(Cl)cc2)c2ccc(Cl)cc2)cc1. Reaction SMILES: [CH2:1]([CH3:2])[O:3][C:4]([CH2:5][O:6][c:7]1[cH:8][cH:9][c:10]([S:13][CH2:14][CH:15]=[C:16]([c:17]2[cH:18][cH:19][c:20]([Cl:23])[cH:21][cH:22]2)[c:24]2[cH:25][cH:26][c:27]([Cl:30])[cH:28][cH:29]2)[cH:11][cH:12]1)=[O:31].[CH3:34][CH2:35][OH:36].[Na+:33].[OH-:32]>>[O:3]=[C:4]([CH2:5][O:6][c:7]1[cH:8][cH:9][c:10]([S:13][CH2:14][CH:15]=[C:16]([c:17]2[cH:18][cH:19][c:20]([Cl:23])[cH:21][cH:22]2)[c:24]2[cH:25][cH:26][c:27]([Cl:30])[cH:28][cH:29]2)[cH:11][cH:12]1)[OH:31].